Task: describe an organic reaction: reactants, conditions, products, and yield. Dataset: the Open Reaction Database (ORD), a public repository of structured organic reaction records Starting materials: C(C)(C)(C)OC(NC1=C(C=C(C(=C1)OCCOC)C(F)(F)F)N)=O ([2-amino-5-(2-methoxy-ethoxy)-4-trifluoromethyl-phenyl]-carbamic acid tert-butyl ester), C(C)(C)(C)OC(CC(C1=CC(=CC=C1)C=1C=NC=CC1)=O)=O (3-oxo-3-(3-pyridin-3-yl-phenyl)-propionic acid tert-butyl ester). The product is C(C)(C)(C)OC(NC1=C(C=C(C(=C1)OCCOC)C(F)(F)F)NC(CC(C1=CC(=CC=C1)C=1C=NC=CC1)=O)=O)=O ({5-(2-Methoxy-ethoxy)-2-[3-oxo-3-(3-pyridin-3-yl-phenyl)-propionylamino]-4-trifluoromethyl-phenyl}-carbamic acid tert-butyl ester), solid. Isolated yield 60.0%. As a reaction SMILES: [C:1]([O:5][C:6](=[O:24])[NH:7][C:8]1[CH:13]=[C:12]([O:14][CH2:15][CH2:16][O:17][CH3:18])[C:11]([C:19]([F:22])([F:21])[F:20])=[CH:10][C:9]=1[NH2:23])([CH3:4])([CH3:3])[CH3:2].C([O:29][C:30](=O)[CH2:31][C:32](=[O:45])[C:33]1[CH:38]=[CH:37][CH:36]=[C:35]([C:39]2[CH:40]=[N:41][CH:42]=[CH:43][CH:44]=2)[CH:34]=1)(C)(C)C>>[C:1]([O:5][C:6](=[O:24])[NH:7][C:8]1[CH:13]=[C:12]([O:14][CH2:15][CH2:16][O:17][CH3:18])[C:11]([C:19]([F:22])([F:21])[F:20])=[CH:10][C:9]=1[NH:23][C:30](=[O:29])[CH2:31][C:32](=[O:45])[C:33]1[CH:38]=[CH:37][CH:36]=[C:35]([C:39]2[CH:40]=[N:41][CH:42]=[CH:43][CH:44]=2)[CH:34]=1)([CH3:4])([CH3:2])[CH3:3]. Procedure details: The title compound was prepared from [2-amino-5-(2-methoxy-ethoxy)-4-trifluoromethyl-phenyl]-carbamic acid tert-butyl ester (Example J32) (263 mg, 0.75 mmol) and 3-oxo-3-(3-pyridin-3-yl-phenyl)-propionic acid tert-butyl ester (Example K1) (223 mg, 0.75 mmol) according to the general procedure M. Obtained as a light yellow solid (257 mg, 60%). Starting materials: C(C)(=O)OC1OC2(CCN(CC2)CC2=CC=CC=C2)C=2C1=NC=CC2 (1′-benzyl-7H-spiro[furo[3,4-b]pyridine-5,4′-piperidin]-7-yl acetate), C(C)[SiH](CC)CC (triethylsilane), B(F)(F)F.CCOCC (boron trifluoride etherate). The solvent is ClCCl (dichloromethane). Yields the product C(C1=CC=CC=C1)N1CCC2(CC1)OCC1=NC=CC=C12 (1′-Benzyl-7H-spiro[furo[3,4-b]pyridine-5,4′-piperidine]). Yield: 87.7%. Reaction SMILES: C(O[CH:5]1[C:21]2=[N:22][CH:23]=[CH:24][CH:25]=[C:20]2[C:7]2([CH2:12][CH2:11][N:10]([CH2:13][C:14]3[CH:19]=[CH:18][CH:17]=[CH:16][CH:15]=3)[CH2:9][CH2:8]2)[O:6]1)(=O)C.C([SiH](CC)CC)C.B(F)(F)F.CCOCC>ClCCl>[CH2:13]([N:10]1[CH2:11][CH2:12][C:7]2([C:20]3[C:21](=[N:22][CH:23]=[CH:24][CH:25]=3)[CH2:5][O:6]2)[CH2:8][CH2:9]1)[C:14]1[CH:15]=[CH:16][CH:17]=[CH:18][CH:19]=1 |f:2.3|. Procedure: To a solution of 0.80 g (2.4 mmol) 1′-benzyl-7H-spiro[furo[3,4-b]pyridine-5,4′-piperidin]-7-yl acetate in 47 ml dichloromethane were subsequently added 2.8 ml (18 mmol) triethylsilane and 2.2 ml (18 mmol) boron trifluoride etherate at room temperature. The reaction mixture was heated at reflux over night. The cooling bath was then removed and the reaction mixture was diluted with dichloromethane. The organic layer was washed with aqueous 2 M sodium hydroxide solution. The aqueous layer was extra... Starting materials: CCn1ncnc1COc1nc2c(-c3ccccc3)nnc(C)n2c1Br, O=C([O-])[O-], CC(C)(C)P(C(C)(C)C)C(C)(C)C, C1COCCO1, [Cs+], [Cs+], O=C(C=Cc1ccccc1)C=Cc1ccccc1, O=C(C=Cc1ccccc1)C=Cc1ccccc1, O=C(C=Cc1ccccc1)C=Cc1ccccc1, [Pd], [Pd], OB(O)c1cccs1. The product is CCn1ncnc1COc1nc2c(-c3ccccc3)nnc(C)n2c1-c1cccs1. Reaction SMILES: [Br:1][c:2]1[c:3]([O:18][CH2:19][c:20]2[n:21]([CH2:25][CH3:26])[n:22][cH:23][n:24]2)[n:4][c:5]2[n:6]1[c:7]([CH3:17])[n:8][n:9][c:10]2-[c:11]1[cH:12][cH:13][cH:14][cH:15][cH:16]1.[C:35](=[O:36])([O-:37])[O-:38].[C:41]([P:42]([C:43]([CH3:44])([CH3:45])[CH3:46])[C:47]([CH3:48])([CH3:49])[CH3:50])([CH3:51])([CH3:52])[CH3:53].[CH2:54]1[O:55][CH2:56][CH2:57][O:58][CH2:59]1.[Cs+:39].[Cs+:40].[O:62]=[C:63]([CH:64]=[CH:65][c:66]1[cH:67][cH:68][cH:69][cH:70][cH:71]1)[CH:72]=[CH:73][c:74]1[cH:75][cH:76][cH:77][cH:78][cH:79]1.[O:80]=[C:81]([CH:82]=[CH:83][c:84]1[cH:85][cH:86][cH:87][cH:88][cH:89]1)[CH:90]=[CH:91][c:92]1[cH:93][cH:94][cH:95][cH:96][cH:97]1.[O:98]=[C:99]([CH:100]=[CH:101][c:102]1[cH:103][cH:104][cH:105][cH:106][cH:107]1)[CH:108]=[CH:109][c:110]1[cH:111][cH:112][cH:113][cH:114][cH:115]1.[Pd:60].[Pd:61].[s:27]1[c:28]([B:32]([OH:33])[OH:34])[cH:29][cH:30][cH:31]1>>[c:2]1(-[c:28]2[s:27][cH:31][cH:30][cH:29]2)[c:3]([O:18][CH2:19][c:20]2[n:21]([CH2:25][CH3:26])[n:22][cH:23][n:24]2)[n:4][c:5]2[n:6]1[c:7]([CH3:17])[n:8][n:9][c:10]2-[c:11]1[cH:12][cH:13][cH:14][cH:15][cH:16]1. Reactants: [N-]=C=O (isocyanate), FC1=C(C(=O)N=C=O)C(=CC=C1)F (2,6-difluorobenzoyl isocyanate), ClC(SNC1=CC=C(C=C1)C(F)(F)F)(Cl)Cl (1,1,1-trichloro-N-[4-(trifluoromethyl)phenyl]methanesulphenamide). Solvent: light petroleum, C(Cl)Cl (methylene chloride), C(Cl)Cl (methylene chloride), same solvent. Conditions: time 2 day. The product is FC1=C(C(=O)NC(=O)N(C2=CC=C(C=C2)C(F)(F)F)SC(Cl)(Cl)Cl)C(=CC=C1)F (2,6-Difluoro-N-[[[(trichloromethyl)thio]-N-[4-(trifluoromethyl)phenyl]amino]carbonyl]benzamide). RXN SMILES: [F:1][C:2]1[CH:12]=[CH:11][CH:10]=[C:9]([F:13])[C:3]=1[C:4]([N:6]=[C:7]=[O:8])=[O:5].[Cl:14][C:15]([Cl:29])([Cl:28])[S:16][NH:17][C:18]1[CH:23]=[CH:22][C:21]([C:24]([F:27])([F:26])[F:25])=[CH:20][CH:19]=1.[N-]=C=O>C(Cl)Cl>[F:1][C:2]1[CH:12]=[CH:11][CH:10]=[C:9]([F:13])[C:3]=1[C:4]([NH:6][C:7]([N:17]([S:16][C:15]([Cl:29])([Cl:14])[Cl:28])[C:18]1[CH:19]=[CH:20][C:21]([C:24]([F:25])([F:26])[F:27])=[CH:22][CH:23]=1)=[O:8])=[O:5]. Procedure: A solution of 2.0 g of 2,6-difluorobenzoyl isocyanate in 15 ml of dry methylene chloride was added to a stirred solution of 3.1 g of 1,1,1-trichloro-N-[4-(trifluoromethyl)phenyl]methanesulphenamide in 35 ml of the same solvent at room temperature. After 2 days, only partial reaction had occurred and 2.0 g of the isocyanate was added. After a total reaction time of 28 days, the reaction mixture was diluted with 400 ml of light petroleum (b.p. 40°-60° C.) and filtered. Evaporation of the solvent f... Starting materials: BrCC1=C(C(N=C(N1)C=1SC=CN1)C1=C(C=C(C=C1)F)Cl)C(=O)OCC (Ethyl 6-(bromomethyl)-4-(2-chloro-4-fluorophenyl)-2-(thiazol-2-yl)-1,4-dihydropyrimidine-5-carboxylate), Cl.N1C(COCC1)CC(=O)O (2-(morpholin-3-yl)acetic acid hydrochloride). Product: ClC1=C(C=CC(=C1)F)C1C(=C(NC(=N1)C=1SC=CN1)CN1C(COCC1)CC(=O)O)C(=O)OCC (2-(4-((6-(2-chloro-4-fluorophenyl)-5-(ethoxycarbonyl)-2-(thiazol-2-yl)-3,6-dihydropyrimidin-4-yl)methyl)morpholin-3-yl)acetic acid). Yield: 68.6%. Reaction SMILES: Br[CH2:2][C:3]1[NH:8][C:7]([C:9]2[S:10][CH:11]=[CH:12][N:13]=2)=[N:6][CH:5]([C:14]2[CH:19]=[CH:18][C:17]([F:20])=[CH:16][C:15]=2[Cl:21])[C:4]=1[C:22]([O:24][CH2:25][CH3:26])=[O:23].Cl.[NH:28]1[CH2:33][CH2:32][O:31][CH2:30][CH:29]1[CH2:34][C:35]([OH:37])=[O:36]>>[Cl:21][C:15]1[CH:16]=[C:17]([F:20])[CH:18]=[CH:19][C:14]=1[CH:5]1[N:6]=[C:7]([C:9]2[S:10][CH:11]=[CH:12][N:13]=2)[NH:8][C:3]([CH2:2][N:28]2[CH2:33][CH2:32][O:31][CH2:30][CH:29]2[CH2:34][C:35]([OH:37])=[O:36])=[C:4]1[C:22]([O:24][CH2:25][CH3:26])=[O:23] |f:1.2|. Procedure details: Ethyl 6-(bromomethyl)-4-(2-chloro-4-fluorophenyl)-2-(thiazol-2-yl)-1,4-dihydropyrimidine-5-carboxylate (0.18 g, 0.39 mmol) was reacted with 2-(morpholin-3-yl)acetic acid hydrochloride (0.07 g, 0.39 mmol) according to the procedure as described in Example 1, Step C to give the title compound as a light yellow solid (0.14 g, 67%). The compound was characterized by the following spectroscopic data: Starting materials: OC1=CC=C(C=C1)CCC(=O)N (3-(4-hydroxy-phenyl)-propionamide), C([O-])([O-])=O.[K+].[K+] (potassium carbonate), FC=1C=C(CBr)C=CC1F (3,4-difluorobenzyl bromide). Run in CC(=O)CC (ethyl methyl ketone), O (water). Reaction conditions: time 24 hour. The product is FC=1C=C(COC2=CC=C(C=C2)CCC(=O)N)C=CC1F (3-[4-(3,4-Difluoro-benzyloxy)-phenyl]-propionamide). The yield is 41.3%. As a reaction SMILES: [OH:1][C:2]1[CH:7]=[CH:6][C:5]([CH2:8][CH2:9][C:10]([NH2:12])=[O:11])=[CH:4][CH:3]=1.C(=O)([O-])[O-].[K+].[K+].[F:19][C:20]1[CH:21]=[C:22]([CH:25]=[CH:26][C:27]=1[F:28])[CH2:23]Br>CC(CC)=O.O>[F:19][C:20]1[CH:21]=[C:22]([CH:25]=[CH:26][C:27]=1[F:28])[CH2:23][O:1][C:2]1[CH:3]=[CH:4][C:5]([CH2:8][CH2:9][C:10]([NH2:12])=[O:11])=[CH:6][CH:7]=1 |f:1.2.3|. Procedure: A mixture of 106 mg (0.64 mmol) 3-(4-hydroxy-phenyl)-propionamide, 178 mg (1.29 mmol) potassium carbonate and 140 mg (0.68 mmol) 3,4-difluorobenzyl bromide in 5 ml ethyl methyl ketone is hold at 50° C. for 24 hours. The reaction mixture is cooled, diluted with water and extracted with diethyl ether. Crystallization from n-hexane yields 77 mg (41%) of a colorless solid. MS: m/e=291.3 (M+).